Dataset: the Open Reaction Database (ORD), a public repository of structured organic reaction records. Task: describe an organic reaction: reactants, conditions, products, and yield The reactants are C(C(=O)Cl)(=O)Cl (oxalyl chloride), C(CCCCCCCCCCCCCCCCC)(=O)O (stearic acid). The solvent is C(Cl)(Cl)Cl (chloroform), C(Cl)(Cl)Cl (chloroform). Reaction conditions: time 8 hour. Product: C(CCCCCCCCCCCCCCCCC)(=O)Cl (Octadecanoyl chloride). Reaction SMILES: [C:1](Cl)(=O)[C:2]([Cl:4])=[O:3].[C:7](O)(=O)[CH2:8][CH2:9][CH2:10][CH2:11][CH2:12][CH2:13][CH2:14][CH2:15][CH2:16][CH2:17][CH2:18][CH2:19][CH2:20][CH2:21][CH2:22]CC>C(Cl)(Cl)Cl>[C:2]([Cl:4])(=[O:3])[CH2:1][CH2:22][CH2:21][CH2:20][CH2:19][CH2:18][CH2:17][CH2:16][CH2:15][CH2:14][CH2:13][CH2:12][CH2:11][CH2:10][CH2:9][CH2:8][CH3:7]. Procedure: A solution of oxalyl chloride (53.5 g, 422 mmol) in 150 mL of chloroform was added drop wise to a solution of stearic acid (30.0 g, 105 mmol) in 250 mL of chloroform. After stirring overnight at ambient temperature the solution was concentrated and co-evaporated twice with chloroform. Drying under vacuum for 1 hour yielded a quantitative yield of a white solid. 1H-NMR (CDCl3): δ=2.85 (t, 2H), 1.70 (q, 2H), 1.30 (m, 28H), 0.85 (t, 3H) ppm. 13C-NMR (CDCl3): δ=173.6, 47.1, 31.9, 29.7, 29.7, 29.6, 2... The reactants are C(CCCCC(=O)O)(=O)O (adipic acid), [OH-].[Na+] (sodium hydroxide), C1(=CC=C(C=C1)S(=O)(=O)O)C (para-toluenesulfonic acid), C(CCCCC)OCCO (ethylene glycol mono-n-hexyl ether), O.C1(=CC=C(C=C1)S(=O)(=O)O)C (para-toluenesulfonic acid monohydrate). Run in C1(=CC=CC=C1)C (toluene). Run at temperature 85 celsius, time 30 hour. Yields the product C(CCCCC(=O)OCCOCCCCCC)(=O)OCCOCCCCCC (di(hexyloxyethyl) adipate). As a reaction SMILES: [C:1]([OH:10])(=[O:9])[CH2:2][CH2:3][CH2:4][CH2:5][C:6]([OH:8])=[O:7].[CH2:11]([O:17][CH2:18][CH2:19]O)[CH2:12][CH2:13][CH2:14][CH2:15][CH3:16].[OH2:21].[C:22]1([CH3:32])[CH:27]=[CH:26][C:25](S(O)(=O)=O)=[CH:24]C=1.[OH-].[Na+].[C:35]1([CH3:45])C=CC(S(O)(=O)=O)=CC=1>C1(C)C=CC=CC=1>[C:1]([O:10][CH2:19][CH2:18][O:17][CH2:11][CH2:12][CH2:13][CH2:14][CH2:15][CH3:16])(=[O:9])[CH2:2][CH2:3][CH2:4][CH2:5][C:6]([O:8][CH2:45][CH2:35][O:21][CH2:24][CH2:25][CH2:26][CH2:27][CH2:22][CH3:32])=[O:7] |f:2.3,4.5|. Procedure details: In a reactor consisting of a 300-cc four-necked flask, a stirrer, a thermometer, a nitrogen inlet tube, a nitrogen line, a Dean-Stark tube, a condenser, a three-way cock, and a vacuum apparatus were placed 36.54 g (0.25 mole) of adipic acid, 87.74 g (0.60 mole) of ethylene glycol mono-n-hexyl ether, 2.38 g (0.0125 mole) of para-toluenesulfonic acid monohydrate, and 86 g of toluene and the mixture was allowed to react with stirring at 85° C. for 30 hours in a nitrogen atmosphere. An aqueous solut... The reactants are CCOc1nc(C(C)(C)C)ncc1C1=NC(C)(c2ccc(Cl)cc2)C(C)(c2ccc(Cl)cc2)N1C(=O)Cl, OC1CCN(C2CCNCC2)CC1. The product is CCOc1nc(C(C)(C)C)ncc1C1=NC(C)(c2ccc(Cl)cc2)C(C)(c2ccc(Cl)cc2)N1C(=O)N1CCC(N2CCC(O)CC2)CC1. As a reaction SMILES: [C:1]([CH3:2])([CH3:3])([CH3:4])[c:5]1[n:6][cH:7][c:8]([C:14]2=[N:18][C:17]([CH3:19])([c:20]3[cH:21][cH:22][c:23]([Cl:26])[cH:24][cH:25]3)[C:16]([CH3:27])([c:28]3[cH:29][cH:30][c:31]([Cl:34])[cH:32][cH:33]3)[N:15]2[C:35](=[O:36])[Cl:37])[c:9]([O:11][CH2:12][CH3:13])[n:10]1.[OH:38][CH:39]1[CH2:40][CH2:41][N:42]([CH:45]2[CH2:46][CH2:47][NH:48][CH2:49][CH2:50]2)[CH2:43][CH2:44]1>>[C:1]([CH3:2])([CH3:3])([CH3:4])[c:5]1[n:6][cH:7][c:8]([C:14]2=[N:18][C:17]([CH3:19])([c:20]3[cH:21][cH:22][c:23]([Cl:26])[cH:24][cH:25]3)[C:16]([CH3:27])([c:28]3[cH:29][cH:30][c:31]([Cl:34])[cH:32][cH:33]3)[N:15]2[C:35](=[O:36])[N:48]2[CH2:47][CH2:46][CH:45]([N:42]3[CH2:41][CH2:40][CH:39]([OH:38])[CH2:44][CH2:43]3)[CH2:50][CH2:49]2)[c:9]([O:11][CH2:12][CH3:13])[n:10]1. Solvent: C(C)(=O)OCC (ethyl acetate), CN(C=O)C (dimethyl formamide). Isolated yield 54.1%. The reactants are ClC=1C(=C(C=CC1)[C@H]1[C@@H](N[C@H]([C@]1(C#N)C1=C(C=C(C=C1)Cl)F)CC(C)(C)C)C(=O)NC1=C(C=C(C(=O)OCCI)C=C1)OC)F (2-iodoethyl 4-((2R,3S,4R,5S)-3-(3-chloro-2-fluorophenyl)-4-(4-chloro-2-fluorophenyl)-4-cyano-5-neopentylpyrrolidine-2-carboxamido)-3-methoxybenzoate), C(C)(C)(C)OP(=O)(OC(C)(C)C)[O-].[K+] (potassium di-tert-butylphosphate). The product is ClC=1C(=C(C=CC1)[C@H]1[C@@H](N[C@H]([C@]1(C#N)C1=C(C=C(C=C1)Cl)F)CC(C)(C)C)C(=O)NC1=C(C=C(C(=O)OCCOP(=O)(OC(C)(C)C)OC(C)(C)C)C=C1)OC)F (2-(di-tert-butoxyphosphoryloxy)ethyl 4-((2R,3S,4R,5S)-3-(3-chloro-2-fluorophenyl)-4-(4-chloro-2-fluorophenyl)-4-cyano-5-neopentylpyrrolidine-2-carboxamido)-3-methoxybenzoate). Reaction SMILES: [Cl:1][C:2]1[C:3]([F:45])=[C:4]([C@@H:8]2[C@:12]([C:15]3[CH:20]=[CH:19][C:18]([Cl:21])=[CH:17][C:16]=3[F:22])([C:13]#[N:14])[C@H:11]([CH2:23][C:24]([CH3:27])([CH3:26])[CH3:25])[NH:10][C@H:9]2[C:28]([NH:30][C:31]2[CH:42]=[CH:41][C:34]([C:35]([O:37][CH2:38][CH2:39]I)=[O:36])=[CH:33][C:32]=2[O:43][CH3:44])=[O:29])[CH:5]=[CH:6][CH:7]=1.[C:46]([O:50][P:51]([O-:58])([O:53][C:54]([CH3:57])([CH3:56])[CH3:55])=[O:52])([CH3:49])([CH3:48])[CH3:47].[K+]>CN(C)C=O.C(OCC)(=O)C>[Cl:1][C:2]1[C:3]([F:45])=[C:4]([C@@H:8]2[C@:12]([C:15]3[CH:20]=[CH:19][C:18]([Cl:21])=[CH:17][C:16]=3[F:22])([C:13]#[N:14])[C@H:11]([CH2:23][C:24]([CH3:27])([CH3:26])[CH3:25])[NH:10][C@H:9]2[C:28]([NH:30][C:31]2[CH:42]=[CH:41][C:34]([C:35]([O:37][CH2:38][CH2:39][O:58][P:51]([O:50][C:46]([CH3:49])([CH3:48])[CH3:47])([O:53][C:54]([CH3:55])([CH3:56])[CH3:57])=[O:52])=[O:36])=[CH:33][C:32]=2[O:43][CH3:44])=[O:29])[CH:5]=[CH:6][CH:7]=1 |f:1.2|. Reaction conditions: temperature 60 celsius. Reported procedure: To a solution of chiral 2-iodoethyl 4-((2R,3S,4R,5S)-3-(3-chloro-2-fluorophenyl)-4-(4-chloro-2-fluorophenyl)-4-cyano-5-neopentylpyrrolidine-2-carboxamido)-3-methoxybenzoate (Example 11, 20 mg, 0.026 mmol) in dimethyl formamide (2 mL) was added potassium di-tert-butylphosphate (Accela ChemBio, 21.8 mg, 0.088 mmol). The reaction mixture was heated at 60° C. for 6 h. The mixture was diluted with ethyl acetate, washed with water and then brine, dried over anhydrous sodium sulfate and concentrated. T...